This data is from the Open Reaction Database (ORD), a public repository of structured organic reaction records. The task is: describe an organic reaction: reactants, conditions, products, and yield RXN SMILES: [F:1][CH:2]([F:42])[O:3][C:4]1[CH:9]=[CH:8][C:7]([C:10]2[CH:11]=[N:12][C:13]([NH:16][C:17]3[CH:18]=[CH:19][C:20]([CH3:41])=[C:21]([NH:23][C:24]([N:26]4[CH2:33][C:30]5([CH2:32][CH2:31]5)[N:29](CC5C=CC=CC=5)[CH2:28][CH2:27]4)=[O:25])[CH:22]=3)=[N:14][CH:15]=2)=[CH:6][CH:5]=1.[H][H]>CO.[Pd]>[F:42][CH:2]([F:1])[O:3][C:4]1[CH:9]=[CH:8][C:7]([C:10]2[CH:11]=[N:12][C:13]([NH:16][C:17]3[CH:18]=[CH:19][C:20]([CH3:41])=[C:21]([NH:23][C:24]([N:26]4[CH2:33][C:30]5([CH2:32][CH2:31]5)[NH:29][CH2:28][CH2:27]4)=[O:25])[CH:22]=3)=[N:14][CH:15]=2)=[CH:6][CH:5]=1. The reagents and catalysts are [Pd] (Pd/C). The solvent is CO (MeOH). Yields the product FC(OC1=CC=C(C=C1)C=1C=NC(=NC1)NC=1C=CC(=C(C1)NC(=O)N1CCNC2(CC2)C1)C)F (N-(5-(5-(4-(difluoromethoxy)phenyl)pyrimidin-2-ylamino)-2-methylphenyl)-4,7-diazaspiro[2.5]octane-7-carboxamide). Procedure: N-(5-(5-(4-(difluoromethoxy)phenyl)pyrimidin-2-ylamino)-2-methylphenyl)-4-(phenylmethyl)-4,7-diazaspiro[2.5]octane-7-carboxamide D8a (prepared as described for D1; 0.2 mmol) is dissolved in 10 mL MeOH followed by addition of 5% mol of Pd/C (10% in weight). The flask is charged with a hydrogen balloon for 12 h stiffing. The mixture is filtered over a celite pad and the filtrate is concentrated to afford N-(5-(5-(4-(difluoromethoxy)phenyl)pyrimidin-2-ylamino)-2-methylphenyl)-4,7-diazaspiro[2.5]oct... Starting materials: FC(OC1=CC=C(C=C1)C=1C=NC(=NC1)NC=1C=CC(=C(C1)NC(=O)N1CCN(C2(CC2)C1)CC1=CC=CC=C1)C)F (N-(5-(5-(4-(difluoromethoxy)phenyl)pyrimidin-2-ylamino)-2-methylphenyl)-4-(phenylmethyl)-4,7-diazaspiro[2.5]octane-7-carboxamide), D1, [H][H] (hydrogen).